Dataset: the Open Reaction Database (ORD), a public repository of structured organic reaction records. Task: describe an organic reaction: reactants, conditions, products, and yield Reactants: CC(C)(C)OC(=O)Nc1ccc(CCn2c(Sc3cc4c(cc3Br)OCO4)nc3c(N)ncnc32)cc1, Cc1ccccc1, ClCCl, O=C(O)C(F)(F)F. Product: Nc1ccc(CCn2c(Sc3cc4c(cc3Br)OCO4)nc3c(N)ncnc32)cc1. RXN SMILES: [C:1]([O:2][C:3](=[O:4])[NH:7][c:8]1[cH:9][cH:10][c:11]([CH2:14][CH2:15][n:16]2[c:17]3[n:18][cH:19][n:20][c:21]([NH2:36])[c:22]3[n:23][c:24]2[S:25][c:26]2[cH:27][c:28]3[c:29]([cH:33][c:34]2[Br:35])[O:30][CH2:31][O:32]3)[cH:12][cH:13]1)([CH3:5])([CH3:6])[CH3:37].[CH3:48][c:49]1[cH:50][cH:51][cH:52][cH:53][cH:54]1.[Cl:45][CH2:46][Cl:47].[F:38][C:39]([F:40])([F:41])[C:42]([OH:43])=[O:44]>>[NH2:7][c:8]1[cH:9][cH:10][c:11]([CH2:14][CH2:15][n:16]2[c:17]3[n:18][cH:19][n:20][c:21]([NH2:36])[c:22]3[n:23][c:24]2[S:25][c:26]2[cH:27][c:28]3[c:29]([cH:33][c:34]2[Br:35])[O:30][CH2:31][O:32]3)[cH:12][cH:13]1.